From a dataset of the Open Reaction Database (ORD), a public repository of structured organic reaction records. describe an organic reaction: reactants, conditions, products, and yield Starting materials: C, COC(=O)Cc1cccc(-c2ccc(OC)c(OCc3ccccc3)c2)c1, CCOC(C)=O, CCO, [H][H], [Pd]. Yields the product COC(=O)Cc1cccc(-c2ccc(OC)c(O)c2)c1. As a reaction SMILES: [C:39].[CH2:1]([c:2]1[cH:3][cH:4][cH:5][cH:6][cH:7]1)[O:8][c:9]1[cH:10][c:11](-[c:17]2[cH:18][c:19]([CH2:23][C:24](=[O:25])[O:26][CH3:27])[cH:20][cH:21][cH:22]2)[cH:12][cH:13][c:14]1[O:15][CH3:16].[CH3:30][CH2:31][O:32][C:33](=[O:34])[CH3:35].[CH3:36][CH2:37][OH:38].[H:28][H:29].[Pd:40]>>[OH:8][c:9]1[cH:10][c:11](-[c:17]2[cH:18][c:19]([CH2:23][C:24](=[O:25])[O:26][CH3:27])[cH:20][cH:21][cH:22]2)[cH:12][cH:13][c:14]1[O:15][CH3:16]. Reactants: C(C)OC(C(CC1=CC=C(C=C1)OCCC1N(C(NC1)=O)C)(C)OC1=C(C=CC=C1)F)=O (2-(2-Fluoro-phenoxy)-2-methyl-3-{4-[2-(3-methyl-2-oxo-imidazolidin-4-yl)-ethoxy]-phenyl}-propionic acid ethyl ester), [H-].[Na+] (sodium hydride), ClC1=CC=C(CBr)C=C1 (4-Chlorobenzyl bromide). The reagents and catalysts are [I-].C(CCC)[N+](CCCC)(CCCC)CCCC (tetrabutyl ammonium iodide). Solvent: C(C)(=O)OCC (ethyl acetate). Conditions: time 1 hour. Yields the product ClC1=CC=C(CN2C(N(C(C2)CCOC2=CC=C(C=C2)CC(C(=O)O)(C)OC2=C(C=CC=C2)F)C)=O)C=C1 (3-(4-{2-[1-(4-Chloro-benzyl)-3-methyl-2-oxo-imidazolidin-4-yl]-ethoxy}-phenyl)-2-(2-fluoro-phenoxy)-2-methyl-propionic acid). RXN SMILES: [Cl:1][C:2]1[CH:9]=[CH:8][C:5]([CH2:6]Br)=[CH:4][CH:3]=1.C([O:12][C:13](=[O:41])[C:14]([O:33][C:34]1[CH:39]=[CH:38][CH:37]=[CH:36][C:35]=1[F:40])([CH3:32])[CH2:15][C:16]1[CH:21]=[CH:20][C:19]([O:22][CH2:23][CH2:24][CH:25]2[CH2:29][NH:28][C:27](=[O:30])[N:26]2[CH3:31])=[CH:18][CH:17]=1)C.[H-].[Na+]>[I-].C([N+](CCCC)(CCCC)CCCC)CCC.C(OCC)(=O)C>[Cl:1][C:2]1[CH:9]=[CH:8][C:5]([CH2:6][N:28]2[CH2:29][CH:25]([CH2:24][CH2:23][O:22][C:19]3[CH:18]=[CH:17][C:16]([CH2:15][C:14]([O:33][C:34]4[CH:39]=[CH:38][CH:37]=[CH:36][C:35]=4[F:40])([CH3:32])[C:13]([OH:41])=[O:12])=[CH:21][CH:20]=3)[N:26]([CH3:31])[C:27]2=[O:30])=[CH:4][CH:3]=1 |f:2.3,4.5|. Reported procedure: 4-Chlorobenzyl bromide (0.037 g, 0.179 mmol) and tetrabutyl ammonium iodide (catalytic amount) are added to a 0° C. suspension of 2-(2-Fluoro-phenoxy)-2-methyl-3-{4-[2-(3-methyl-2-oxo-imidazolidin-4-yl)-ethoxy]-phenyl}-propionic acid ethyl ester (0.053 g, 0.119 mmol) and sodium hydride (0.012 g, 0.298 mmol, 60% suspension on mineral oil), pre-stirred for 1 h at ambient temperature. The reaction mixture is stirred at ambient temperature for 18 h, diluted with ethyl acetate, and washed. The organi... Reactants: O=C([O-])[O-], CC(=O)OI1(OC(C)=O)(OC(C)=O)OC(=O)c2ccccc21, COc1cc2c(Nc3ccc(Cl)c(Cl)c3)ncnc2cc1O, ClCc1csc(CN2CCOCC2)n1, Cl, [K+], [K+]. Yields the product COc1cc2c(Nc3ccc(Cl)c(Cl)c3)ncnc2cc1OCc1csc(CN2CCOCC2)n1. RXN SMILES: [C:38](=[O:39])([O-:40])[O-:41].[CH3:44][C:45]([O:46][I:47]1([O:57][C:58]([CH3:59])=[O:60])([O:61][C:62]([CH3:63])=[O:64])[c:48]2[c:49]([cH:50][cH:51][cH:52][cH:53]2)[C:54](=[O:55])[O:56]1)=[O:65].[Cl:16][c:17]1[cH:18][c:19]([NH:24][c:25]2[n:26][cH:27][n:28][c:29]3[cH:30][c:31]([OH:37])[c:32]([O:35][CH3:36])[cH:33][c:34]23)[cH:20][cH:21][c:22]1[Cl:23].[Cl:2][CH2:3][c:4]1[n:5][c:6]([CH2:9][N:10]2[CH2:11][CH2:12][O:13][CH2:14][CH2:15]2)[s:7][cH:8]1.[ClH:1].[K+:42].[K+:43]>>[CH2:3]([c:4]1[n:5][c:6]([CH2:9][N:10]2[CH2:11][CH2:12][O:13][CH2:14][CH2:15]2)[s:7][cH:8]1)[O:37][c:31]1[cH:30][c:29]2[n:28][cH:27][n:26][c:25]([NH:24][c:19]3[cH:18][c:17]([Cl:16])[c:22]([Cl:23])[cH:21][cH:20]3)[c:34]2[cH:33][c:32]1[O:35][CH3:36]. Reactants: ClC(Cl)Cl, F, O=N[O-], COc1ncc(N)nc1C(N)=O, [Na+], O, c1ccncc1. Product: COc1ncc(F)nc1C(N)=O. RXN SMILES: [CH:18]([Cl:19])([Cl:20])[Cl:21].[FH:28].[N:13]([O-:14])=[O:15].[NH2:1][c:2]1[cH:3][n:4][c:5]([O:11][CH3:12])[c:6]([C:8](=[O:9])[NH2:10])[n:7]1.[Na+:16].[OH2:17].[n:22]1[cH:23][cH:24][cH:25][cH:26][cH:27]1>>[c:2]1([F:28])[cH:3][n:4][c:5]([O:11][CH3:12])[c:6]([C:8](=[O:9])[NH2:10])[n:7]1. The reactants are ClC(Cl)(Br)C(Cl)(Cl)Br, C1CCOC1, [Li]C(C)CC, O=C(O)c1cc(F)cc(C2CC2)c1. Product: O=C(O)c1cc(C2CC2)cc(F)c1Br. Reaction SMILES: [Br:19][C:20]([Cl:21])([Cl:22])[C:23]([Cl:24])([Cl:25])[Br:26].[CH2:27]1[O:28][CH2:29][CH2:30][CH2:31]1.[CH:1]([Li:2])([CH2:3][CH3:4])[CH3:5].[CH:6]1([c:9]2[cH:10][c:11]([C:12](=[O:13])[OH:14])[cH:15][c:16]([F:18])[cH:17]2)[CH2:7][CH2:8]1>>[CH:6]1([c:9]2[cH:10][c:11]([C:12](=[O:13])[OH:14])[c:15]([Br:19])[c:16]([F:18])[cH:17]2)[CH2:7][CH2:8]1. The reactants are CC(Oc1ccc(Oc2ccc(C(F)(F)F)cn2)cc1)C(=O)O, O=S(Cl)Cl. The product is CC(Oc1ccc(Oc2ccc(C(F)(F)F)cn2)cc1)C(=O)Cl. Reaction SMILES: [F:1][C:2]([c:3]1[cH:4][cH:5][c:6]([O:9][c:10]2[cH:11][cH:12][c:13]([O:14][CH:15]([C:16](=[O:17])[OH:18])[CH3:19])[cH:20][cH:21]2)[n:7][cH:8]1)([F:22])[F:23].[S:24]([Cl:25])([Cl:26])=[O:27]>>[F:1][C:2]([c:3]1[cH:4][cH:5][c:6]([O:9][c:10]2[cH:11][cH:12][c:13]([O:14][CH:15]([C:16](=[O:17])[Cl:26])[CH3:19])[cH:20][cH:21]2)[n:7][cH:8]1)([F:22])[F:23]. Starting materials: SCC(CO)O (3-mercapto-1,2-propanediol), C[O-].[Na+] (Sodium methoxide), C(C)O (ethanol), C(C)O (ethanol), Cl.N1=CC=C(C=C1)CCl (4-picolyl chloride hydrochloride), alcohol. Solvent: CO (methanol). Reaction conditions: time 16 hour. Yields the product OC(CSCC1=CC=NC=C1)CO (4-(2,3-Dihydroxy-1-propylthiomethyl)pyridine). RXN SMILES: C[O-].[Na+].C(O)C.Cl.[N:8]1[CH:13]=[CH:12][C:11]([CH2:14]Cl)=[CH:10][CH:9]=1.[SH:16][CH2:17][CH:18]([OH:21])[CH2:19][OH:20]>CO>[OH:21][CH:18]([CH2:19][OH:20])[CH2:17][S:16][CH2:14][C:11]1[CH:12]=[CH:13][N:8]=[CH:9][CH:10]=1 |f:0.1,3.4|. Procedure: Sodium methoxide (3.24 g., 60 mmoles) was dissolved in 36 ml. of absolute ethanol under a nitrogen atmosphere and the stirred solution cooled in an ice bath. With continued cooling, finely divided 4-picolyl chloride hydrochloride (5.07 g., 30 mmoles), slurried in approximately 35 ml. of absolute ethanol, was added over 15 minutes, followed by a solution to 3-mercapto-1,2-propanediol (3.24 g., 30 mmoles) in 6 ml. of absolute alcohol added dropwise over approximately 5 minutes. The reaction mixtur...